Dataset: the Open Reaction Database (ORD), a public repository of structured organic reaction records. Task: describe an organic reaction: reactants, conditions, products, and yield The reactants are COC(=O)c1cc(Oc2ccc(S(C)(=O)=O)cc2)cc2c1CC(C)O2, COCC1Cc2c(O)cc(C(=O)Nc3ccn(C)n3)cc2O1, O=C(c1ccc(F)cc1)N1CCC1. Product: COCC1Cc2c(Oc3ccc(C(=O)N4CCC4)cc3)cc(C(=O)Nc3ccn(C)n3)cc2O1. RXN SMILES: [CH3:1][O:2][C:3]([c:4]1[cH:5][c:6]([O:7][c:8]2[cH:9][cH:10][c:11]([S:12]([CH3:13])(=[O:14])=[O:15])[cH:16][cH:17]2)[cH:18][c:19]2[c:24]1[CH2:23][CH:21]([CH3:22])[O:20]2)=[O:25].[CH3:26][n:27]1[n:28][c:29]([NH:32][C:33](=[O:34])[c:35]2[cH:36][c:37]3[c:38]([c:45]([OH:47])[cH:46]2)[CH2:39][CH:40]([CH2:42][O:43][CH3:44])[O:41]3)[cH:30][cH:31]1.[N:48]1([C:52](=[O:53])[c:54]2[cH:55][cH:56][c:57]([F:60])[cH:58][cH:59]2)[CH2:49][CH2:50][CH2:51]1>>[CH3:26][n:27]1[n:28][c:29]([NH:32][C:33](=[O:34])[c:35]2[cH:36][c:37]3[c:38]([c:45]([O:47][c:57]4[cH:56][cH:55][c:54]([C:52]([N:48]5[CH2:49][CH2:50][CH2:51]5)=[O:53])[cH:59][cH:58]4)[cH:46]2)[CH2:39][CH:40]([CH2:42][O:43][CH3:44])[O:41]3)[cH:30][cH:31]1. Reactants: BrC1=CC=2C(C(C3=CC(=CC=C3C2C=C1)Br)(C)O)(C)O (2,7-dibromo-9,10-dihydroxy-9,10-dimethyl-9,10-dihydrophenanthrene), FC(C(=O)O)(F)F (trifluoroacetic acid). Solvent: C(C)(=O)O (acetic acid). Reaction conditions: time 8 hour. The product is BrC1=CC=2C(C(C3=CC(=CC=C3C2C=C1)Br)=O)(C)C (2,7-dibromo-9-keto-10,10-dimethyl-9,10-dihydrophenanthrene). As a reaction SMILES: [Br:1][C:2]1[CH:15]=[CH:14][C:13]2[C:12]3[C:7](=[CH:8][C:9]([Br:16])=[CH:10][CH:11]=3)[C:6]([OH:18])(C)[C:5](O)([CH3:19])[C:4]=2[CH:3]=1.F[C:22](F)(F)C(O)=O>C(O)(=O)C>[Br:1][C:2]1[CH:15]=[CH:14][C:13]2[C:12]3[C:7](=[CH:8][C:9]([Br:16])=[CH:10][CH:11]=3)[C:6](=[O:18])[C:5]([CH3:19])([CH3:22])[C:4]=2[CH:3]=1. Reported procedure: 132.8 g (294 mmol) of 2,7-dibromo-9,10-dihydroxy-9,10-dimethyl-9,10-dihydrophenanthrene were suspended in 420 ml of acetic acid and 210 ml of trifluoroacetic acid under argon, and the mixture was stirred for 3 h under reflux. After the mixture had been stirred overnight at room temperature, it was filtered with suction, the residue was washed with water and methanol and dissolved in toluene, the solution was filtered through silica gel, and the solvent was removed, giving 89.9 g (80.4% of theory... The reactants are [N-]=[N+]=[N-].[Na+] (sodium azide), BrC1=C(C(=NC=C1)C#N)OC (4-bromo-2-cyano-3-methoxypyridine). The solvent is CN(C=O)C (dimethylformamide), O (water), CN(C=O)C (dimethylformamide). Reaction conditions: time 6 hour. The product is N(=[N+]=[N-])C1=C(C(=NC=C1)C#N)OC (4-azido-2-cyano-3-methoxypyridine). Yield: 35.2%. RXN SMILES: [N-:1]=[N+:2]=[N-:3].[Na+].Br[C:6]1[CH:11]=[CH:10][N:9]=[C:8]([C:12]#[N:13])[C:7]=1[O:14][CH3:15]>CN(C)C=O.O>[N:1]([C:6]1[CH:11]=[CH:10][N:9]=[C:8]([C:12]#[N:13])[C:7]=1[O:14][CH3:15])=[N+:2]=[N-:3] |f:0.1|. Reported procedure: To 1 g (0.0155 moles) of sodium azide in 25 ml of dimethylformamide at 0° C., there is added gently 3 g (0.0141 moles) of 4-bromo-2-cyano-3-methoxypyridine from Example b), dissolved in 40 ml of dimethylformamide. The mixture is stirred for 6 hours at ambient temperature. The reaction mixture is diluted in 200 ml of iced water and extracted with dichloromethane. The organic phase is washed twice with water, dried, concentrated and the residue chromatographed (ethyl acetate/heptane, 3:7). There i... Starting materials: CO (methanol), FC(C(CCOC1=CC=C(C(=O)OCC)C=C1)CCCC)(F)F (ethyl p-(3-trifluoromethylheptyloxy)-benzoate), [OH-].[Na+] (sodium hydroxide). Run in O (water), O (water). Conditions: temperature 50 celsius. Yields the product FC(C(CCOC1=CC=C(C(=O)O)C=C1)CCCC)(F)F (p-(3-trifluoromethylheptyloxy)benzoic acid). Yield: 74.5%. Reaction SMILES: [OH-].[Na+].CO.[F:5][C:6]([F:27])([F:26])[CH:7]([CH2:22][CH2:23][CH2:24][CH3:25])[CH2:8][CH2:9][O:10][C:11]1[CH:21]=[CH:20][C:14]([C:15]([O:17]CC)=[O:16])=[CH:13][CH:12]=1>O>[F:5][C:6]([F:26])([F:27])[CH:7]([CH2:22][CH2:23][CH2:24][CH3:25])[CH2:8][CH2:9][O:10][C:11]1[CH:21]=[CH:20][C:14]([C:15]([OH:17])=[O:16])=[CH:13][CH:12]=1 |f:0.1|. Procedure details: 0.082 g of sodium hydroxide was dissolved in 1 ml of water, followed by addition of 3 ml of methanol and 0.22 g of ethyl p-(3-trifluoromethylheptyloxy)-benzoate and 3 hours of stirring at 50° C. After the reaction, water was added, methanol was removed by distillation under a reduced pressure, and 6N-hydrochloric acid was added to precipitate a crystal. The crystal was recovered by filtration, washed with water and dried to obtain 0.15 g (yield: 76%) of p-(3-trifluoromethylheptyloxy)benzoic acid... RXN SMILES: [Br:25][CH2:26][C:27]([C:28]([CH3:29])([CH3:30])[CH3:31])=[O:32].[CH3:1][N:2]([c:3]1[cH:4][cH:5][c:6]([CH:7]=[N:8][n:9]2[c:10](-[c:14]3[cH:15][cH:16][c:17]([O:20][CH3:21])[cH:18][cH:19]3)[n:11][cH:12][cH:13]2)[cH:22][cH:23]1)[CH3:24].[CH3:33][C:34]#[N:35]>>[Br-:25].[CH3:1][N:2]([c:3]1[cH:4][cH:5][c:6]([CH:7]=[N:8][n+:9]2[c:10](-[c:14]3[cH:15][cH:16][c:17]([O:20][CH3:21])[cH:18][cH:19]3)[n:11]([CH2:26][C:27]([C:28]([CH3:29])([CH3:30])[CH3:31])=[O:32])[cH:12][cH:13]2)[cH:22][cH:23]1)[CH3:24]. Yields the product [Br-], COc1ccc(-c2n(CC(=O)C(C)(C)C)cc[n+]2N=Cc2ccc(N(C)C)cc2)cc1. Starting materials: CC(C)(C)C(=O)CBr, COc1ccc(-c2nccn2N=Cc2ccc(N(C)C)cc2)cc1, CC#N.